From a dataset of the Open Reaction Database (ORD), a public repository of structured organic reaction records. describe an organic reaction: reactants, conditions, products, and yield Starting materials: N(CC(=O)N[C@@H]([C@H](O)C)C(=O)N[C@H](CC1=CN(C2=CC=CC=C12)C=O)C(=O)N[C@@H](CC1=CC=CC=C1)C(=O)N(C)CC1=CC=CC=C1)C(=O)OCC1=CC=CC=C1 (Z-Gly-Thr-D-Trp(CHO)-Phe-NMeBzl), C(C)O (ethanol). Reagents/catalysts: [Pd] (palladium on carbon). The solvent is C(C)(=O)O (acetic acid). The product is NCC(=O)N[C@@H]([C@H](O)C)C(=O)N[C@H](CC1=CN(C2=CC=CC=C12)C=O)C(=O)N[C@@H](CC1=CC=CC=C1)C(=O)N(C)CC1=CC=CC=C1 (H-Gly-Thr-D-Trp(CHO)-Phe-NMeBzl). As a reaction SMILES: [NH:1](C(OCC1C=CC=CC=1)=O)[CH2:2][C:3]([NH:5][C@H:6]([C:10]([NH:12][C@@H:13]([C:26]([NH:28][C@H:29]([C:37]([N:39]([CH2:41][C:42]1[CH:47]=[CH:46][CH:45]=[CH:44][CH:43]=1)[CH3:40])=[O:38])[CH2:30][C:31]1[CH:36]=[CH:35][CH:34]=[CH:33][CH:32]=1)=[O:27])[CH2:14][C:15]1[C:23]2[C:18](=[CH:19][CH:20]=[CH:21][CH:22]=2)[N:17]([CH:24]=[O:25])[CH:16]=1)=[O:11])[C@@H:7]([CH3:9])[OH:8])=[O:4].C(O)C>[Pd].C(O)(=O)C>[NH2:1][CH2:2][C:3]([NH:5][C@H:6]([C:10]([NH:12][C@@H:13]([C:26]([NH:28][C@H:29]([C:37]([N:39]([CH2:41][C:42]1[CH:43]=[CH:44][CH:45]=[CH:46][CH:47]=1)[CH3:40])=[O:38])[CH2:30][C:31]1[CH:36]=[CH:35][CH:34]=[CH:33][CH:32]=1)=[O:27])[CH2:14][C:15]1[C:23]2[C:18](=[CH:19][CH:20]=[CH:21][CH:22]=2)[N:17]([CH:24]=[O:25])[CH:16]=1)=[O:11])[C@@H:7]([CH3:9])[OH:8])=[O:4]. Procedure: A solution of Z-Gly-Thr-D-Trp(CHO)-Phe-NMeBzl (560 mg) in a mixed solvent of ethanol (30 ml) and acetic acid (10 ml) was hydrogenated over 10% palladium on carbon (350 mg) under atmospheric pressure for two hours. After filtration of the catalyst and evaporation, the residue was dissolved in water (50 ml) and lyophilized to give H-Gly-Thr-D-Trp(CHO)-Phe-NMeBzl.AcOH (230 mg). The reactants are ICC (Iodoethane), C(C1=CC=CC=C1)OC=1C(=C(C=C(C1)C=1OC(=CN1)C)O)Br (3-(benzyloxy)-2-bromo-5-(5-methyloxazol-2-yl)phenol), C([O-])([O-])=O.[K+].[K+] (potassium carbonate). The solvent is CN(C)C=O (DMF), C(C)(=O)OCC.C(C)OCC (ethyl acetate diethyl ether). Reaction conditions: time 2 hour. The product is C(C1=CC=CC=C1)OC=1C=C(C=C(C1Br)OCC)C=1OC(=CN1)C (2-(3-(benzyloxy)-4-bromo-5-ethoxyphenyl)-5-methyloxazole). Isolated yield 95.1%. Reaction SMILES: I[CH2:2][CH3:3].[CH2:4]([O:11][C:12]1[C:13]([Br:25])=[C:14]([OH:24])[CH:15]=[C:16]([C:18]2[O:19][C:20]([CH3:23])=[CH:21][N:22]=2)[CH:17]=1)[C:5]1[CH:10]=[CH:9][CH:8]=[CH:7][CH:6]=1.C(=O)([O-])[O-].[K+].[K+]>CN(C=O)C.C(OCC)(=O)C.C(OCC)C>[CH2:4]([O:11][C:12]1[CH:17]=[C:16]([C:18]2[O:19][C:20]([CH3:23])=[CH:21][N:22]=2)[CH:15]=[C:14]([O:24][CH2:2][CH3:3])[C:13]=1[Br:25])[C:5]1[CH:6]=[CH:7][CH:8]=[CH:9][CH:10]=1 |f:2.3.4,6.7|. Procedure details: Iodoethane (111 uL, 1.37 mmol) was added to a mixture of 3-(benzyloxy)-2-bromo-5-(5-methyloxazol-2-yl)phenol (412 mg, 1.14 mmol) and potassium carbonate (632 mg, 4.58 mmol) in DMF (2.8 mL). After stirring for two hours, the solution was diluted with 1:1 ethyl acetate/diethyl ether, washed with water (5×), brine, dried over magnesium sulfate and concentrated to provide 2-(3-(benzyloxy)-4-bromo-5-ethoxyphenyl)-5-methyloxazole as a white crystalline solid (421 mg). MS (M+1)=388.2. 1H NMR (400 MHz, ... Reactants: C(C)(C)(C)OC(CCCCCCCC(\C=C\[C@H]([C@H](CCCCC)OC(C)=O)O[Si](C(C)C)(C(C)C)C(C)C)=O)=O ((12R, 13S)-(E)-13-acetoxy-9-oxo-12-triisopropylsiloxy-10-octadecaenoic Acid t-butyl Ester), Cl (Hydrochloric acid). The solvent is O1CCCC1 (tetrahydrofuran), O1CCCC1 (tetrahydrofuran). Reaction conditions: temperature -78 celsius, time 30 minute. The product is C(C)(C)(C)OC(CCCCCCC[C@@H](\C=C\[C@H]([C@H](CCCCC)OC(C)=O)O[Si](C(C)C)(C(C)C)C(C)C)O)=O ((9S,12R,13S)-(E)-13-acetoxy-9-hydroxy-12-triisopropylsiloxy-10-octadecaenoic Acid t-butyl Ester). As a reaction SMILES: [C:1]([O:5][C:6](=[O:40])[CH2:7][CH2:8][CH2:9][CH2:10][CH2:11][CH2:12][CH2:13][C:14](=[O:39])/[CH:15]=[CH:16]/[C@@H:17]([O:28][Si:29]([CH:36]([CH3:38])[CH3:37])([CH:33]([CH3:35])[CH3:34])[CH:30]([CH3:32])[CH3:31])[C@@H:18]([O:24][C:25](=[O:27])[CH3:26])[CH2:19][CH2:20][CH2:21][CH2:22][CH3:23])([CH3:4])([CH3:3])[CH3:2].Cl>O1CCCC1>[C:1]([O:5][C:6](=[O:40])[CH2:7][CH2:8][CH2:9][CH2:10][CH2:11][CH2:12][CH2:13][C@H:14]([OH:39])/[CH:15]=[CH:16]/[C@@H:17]([O:28][Si:29]([CH:36]([CH3:38])[CH3:37])([CH:33]([CH3:35])[CH3:34])[CH:30]([CH3:32])[CH3:31])[C@@H:18]([O:24][C:25](=[O:27])[CH3:26])[CH2:19][CH2:20][CH2:21][CH2:22][CH3:23])([CH3:3])([CH3:2])[CH3:4]. Procedure details: (S)-binal-H (0.5 M tetrahydrofuran solution, 215 μl, 0.107 mmol) was added dropwise to a tetrahydrofuran solution (300 μl) of (12R,13S)-(E)-13-acetoxy-9-oxo-12-triisopropylsiloxy 10-octadecaenoic acid t-butyl ester (18) (18.7 mg, 0.033 mmol) at −78° C. over 5 minutes under the argon atmosphere, and the mixture was stirred at −78° C. for 1 hour and 30 minutes. Hydrochloric acid (1.0 N, 1 mL) was added to the reaction solution, and the mixture was extracted with chloroform (5 mL) three times. The ... Reactants: C(C1=CC=CC=C1)(=O)OCCOCN1C=2N=C(NC(C2N=C1)=O)N (9-(benzoyloxyethoxymethyl)guanine), N (ammonia). Run in CO (methanol). The product is OCCOCN1C=2N=C(NC(C2N=C1)=O)N (9-(2-hydroxyethoxymethyl)guanine). Isolated yield 78.2%. As a reaction SMILES: C([O:9][CH2:10][CH2:11][O:12][CH2:13][N:14]1[CH:22]=[N:21][C:20]2[C:19](=[O:23])[NH:18][C:17]([NH2:24])=[N:16][C:15]1=2)(=O)C1C=CC=CC=1.N>CO>[OH:9][CH2:10][CH2:11][O:12][CH2:13][N:14]1[CH:22]=[N:21][C:20]2[C:19](=[O:23])[NH:18][C:17]([NH2:24])=[N:16][C:15]1=2. Procedure: 9-(benzoyloxyethoxymethyl)guanine (0.58g) and methanol (80ml) saturated with ammonia were heated in a bomb at 80° C. for 16 hours. The reaction mixture was removed from the bomb and the solvent evaporated under reduced pressure. The residue was thoroughly washed with ether and then recrystallized from methanol to give 9-(2-hydroxyethoxymethyl)guanine (0.31g., 75% of theoretical), m.p. 256.5°-257° C. Starting materials: CN1N=CC(=C1)NC1=NC=C(C(=N1)C#CC1=C(C=CC=C1)C1(CC1)C(=O)N)C(F)(F)F (1-(2-((2-((1-methyl-1H-pyrazol-4-yl)amino)-5-(trifluoromethyl)pyrimidin-4-yl)ethynyl)phenyl)cyclopropanecarboxamide). Reagents/catalysts: [Pd] (Pd/C). Solvent: CN(C)C=O (DMF), CCOC(=O)C (EtOAc), CCN(CC)CC (Et3N). Run at time 16 hour. Product: CN1N=CC(=C1)NC1=NC=C(C(=N1)CCC1=C(C=CC=C1)C1(CC1)C(=O)N)C(F)(F)F (1-(2-(2-(2-((1-Methyl-1H-pyrazol-4-yl)amino)-5-(trifluoromethyl)pyrimidin-4-yl)ethyl)phenyl)cyclopropanecarboxamide). Isolated yield 74.0%. RXN SMILES: [CH3:1][N:2]1[CH:6]=[C:5]([NH:7][C:8]2[N:13]=[C:12]([C:14]#[C:15][C:16]3[CH:21]=[CH:20][CH:19]=[CH:18][C:17]=3[C:22]3([C:25]([NH2:27])=[O:26])[CH2:24][CH2:23]3)[C:11]([C:28]([F:31])([F:30])[F:29])=[CH:10][N:9]=2)[CH:4]=[N:3]1>CN(C=O)C.CCOC(C)=O.CCN(CC)CC.[Pd]>[CH3:1][N:2]1[CH:6]=[C:5]([NH:7][C:8]2[N:13]=[C:12]([CH2:14][CH2:15][C:16]3[CH:21]=[CH:20][CH:19]=[CH:18][C:17]=3[C:22]3([C:25]([NH2:27])=[O:26])[CH2:24][CH2:23]3)[C:11]([C:28]([F:29])([F:31])[F:30])=[CH:10][N:9]=2)[CH:4]=[N:3]1. Procedure details: A mixture of 1-(2-((2-((1-methyl-1H-pyrazol-4-yl)amino)-5-(trifluoromethyl)pyrimidin-4-yl)ethynyl)phenyl)cyclopropanecarboxamide A75 (0.120 g, 0.281 mmol) and 10% Pd/C (0.135 g) in DMF (3 mL), EtOAc (5 mL) and Et3N (0.5 mL) was stirred under a hydrogen atmosphere for 16 hours. The mixture was filtered through Celite and concentrated under reduced pressure before purification by silica gel column chromatography (0-15% MeOH in EtOAc). The product was triturated with Et2O and the resulting precipit...